Dataset: the Open Reaction Database (ORD), a public repository of structured organic reaction records. Task: describe an organic reaction: reactants, conditions, products, and yield The reactants are [H-].[Na+] (sodium hydride), BrCC(=O)C1=CC=C(C=C1)S(=O)(=O)C (2-bromo-4'-(methylsulfonyl)acetophenone), C(CC(=O)OC)(=O)OC (dimethyl malonate), [H-].[Na+] (sodium hydride), BrCC(=O)C1=CC=C(C=C1)F (2-bromo-4'-fluoroacetophenone). Run in CN(C)C=O (DMF). Reaction conditions: time 15 minute. Product: COC(C(C(=O)OC)(CC(=O)C1=CC=C(C=C1)S(=O)(=O)C)CC(=O)C1=CC=C(C=C1)F)=O (dimethyl2-[2-(4-fluorophenyl)-2-oxoethyl]-2-[2-[4-(methylsulfonyl)phenyl]-2-oxoethyl]propanedioate). The yield is 47.2%. RXN SMILES: [C:1]([O:8][CH3:9])(=[O:7])[CH2:2][C:3]([O:5][CH3:6])=[O:4].[H-].[Na+].Br[CH2:13][C:14]([C:16]1[CH:21]=[CH:20][C:19]([F:22])=[CH:18][CH:17]=1)=[O:15].Br[CH2:24][C:25]([C:27]1[CH:32]=[CH:31][C:30]([S:33]([CH3:36])(=[O:35])=[O:34])=[CH:29][CH:28]=1)=[O:26]>CN(C=O)C>[CH3:6][O:5][C:3](=[O:4])[C:2]([CH2:13][C:14]([C:16]1[CH:21]=[CH:20][C:19]([F:22])=[CH:18][CH:17]=1)=[O:15])([CH2:24][C:25]([C:27]1[CH:28]=[CH:29][C:30]([S:33]([CH3:36])(=[O:35])=[O:34])=[CH:31][CH:32]=1)=[O:26])[C:1]([O:8][CH3:9])=[O:7] |f:1.2|. Reported procedure: To a solution of 7.18 mL (63 mmol) of dimethyl malonate in 160 mL of DMF at 0° C. under an atmosphere of nitrogen was added 3.0 g (75 mmol) of sodium hydride (60% suspension in oil). The reaction was stirred at ambient temperature for 15 minutes (or until the gas evolution has ceased), cooled to -20° C., and treated with 15 g (69 mmol) of 2-bromo-4'-fluoroacetophenone (Aldrich) in one portion. The mixture was stirred at ambient temperature for 1 hour and then cooled to 0° C.; another 75 mmol of ... The reactants are C1CNCCN1, Cc1ccccc1, CCOc1nc(Cl)nc2c1sc1nc(-c3ccc(OC)c(OC)c3)cc(C)c12. Product: CCOc1nc(N2CCNCC2)nc2c1sc1nc(-c3ccc(OC)c(OC)c3)cc(C)c12. Reaction SMILES: [CH2:29]1[CH2:30][NH:31][CH2:32][CH2:33][NH:34]1.[CH3:35][c:36]1[cH:37][cH:38][cH:39][cH:40][cH:41]1.[Cl:1][c:2]1[n:3][c:4]([O:26][CH2:27][CH3:28])[c:5]2[c:6]([n:7]1)[c:8]1[c:9]([s:10]2)[n:11][c:12](-[c:16]2[cH:17][c:18]([O:24][CH3:25])[c:19]([O:22][CH3:23])[cH:20][cH:21]2)[cH:13][c:14]1[CH3:15]>>[c:2]1([N:31]2[CH2:30][CH2:29][NH:34][CH2:33][CH2:32]2)[n:3][c:4]([O:26][CH2:27][CH3:28])[c:5]2[c:6]([n:7]1)[c:8]1[c:9]([s:10]2)[n:11][c:12](-[c:16]2[cH:17][c:18]([O:24][CH3:25])[c:19]([O:22][CH3:23])[cH:20][cH:21]2)[cH:13][c:14]1[CH3:15]. The reactants are CC1=NN(C2=CC=CC(=C12)[N+](=O)[O-])CC1=NC(=CC=C1)C (3-methyl-1-((6-methylpyridin-2-yl)methyl)-4-nitro-1H-indazole). Reagents/catalysts: O[Pd]O (dihydroxypalladium). The solvent is CCO (EtOH). Reaction conditions: time 16 hour. The product is CC1=NN(C=2C=CC=C(C12)N)CC1=NC(=CC=C1)C (3-methyl-1-((6-methylpyridin-2-yl)methyl)-1H-indazol-4-amine). Yield: 75.1%. As a reaction SMILES: [CH3:1][C:2]1[C:10]2[C:5](=[CH:6][CH:7]=[CH:8][C:9]=2[N+:11]([O-])=O)[N:4]([CH2:14][C:15]2[CH:20]=[CH:19][CH:18]=[C:17]([CH3:21])[N:16]=2)[N:3]=1>CCO.O[Pd]O>[CH3:1][C:2]1[C:10]2[C:9]([NH2:11])=[CH:8][CH:7]=[CH:6][C:5]=2[N:4]([CH2:14][C:15]2[CH:20]=[CH:19][CH:18]=[C:17]([CH3:21])[N:16]=2)[N:3]=1. Procedure details: A suspension of 3-methyl-1-((6-methylpyridin-2-yl)methyl)-4-nitro-1H-indazole (54 mg, 0.19 mmol) in absolute EtOH (1.5 mL) was treated at ambient temperature with dihydroxypalladium (27 mg, 0.019 mmol). The mixture was stirred at ambient temperature under a hydrogen atmosphere for 16 hours, then filtered through a Celite® pad and concentrated to afford 36 mg of the desired product as a clear yellow oil. The reactants are CCOC(=O)CN(C(=O)c1cccc(COc2ccc(-c3cc(F)c(F)cc3OC)cc2)c1)C(C)(C)C, C1CCOC1, [Li+], [OH-], O. The product is COc1cc(F)c(F)cc1-c1ccc(OCc2cccc(C(=O)N(CC(=O)O)C(C)(C)C)c2)cc1. Reaction SMILES: [CH2:1]([CH3:2])[O:3][C:4]([CH2:5][N:6]([C:7]([CH3:8])([CH3:9])[CH3:10])[C:11]([c:12]1[cH:13][c:14]([CH2:18][O:19][c:20]2[cH:21][cH:22][c:23](-[c:26]3[c:27]([O:34][CH3:35])[cH:28][c:29]([F:33])[c:30]([F:32])[cH:31]3)[cH:24][cH:25]2)[cH:15][cH:16][cH:17]1)=[O:36])=[O:37].[CH2:40]1[O:41][CH2:42][CH2:43][CH2:44]1.[Li+:39].[OH-:38].[OH2:45]>>[O:3]=[C:4]([CH2:5][N:6]([C:7]([CH3:8])([CH3:9])[CH3:10])[C:11]([c:12]1[cH:13][c:14]([CH2:18][O:19][c:20]2[cH:21][cH:22][c:23](-[c:26]3[c:27]([O:34][CH3:35])[cH:28][c:29]([F:33])[c:30]([F:32])[cH:31]3)[cH:24][cH:25]2)[cH:15][cH:16][cH:17]1)=[O:36])[OH:37]. Starting materials: COC(=O)C=1C=C2C(=NC1)NC=C2C(C2=C(C(=CC=C2F)NS(=O)(=O)CCC)F)=O (3-[2,6-difluoro-3-(propane-1-sulfonylamino)-benzoyl]-1H-pyrrolo[2,3-b]pyridine-5-carboxylic acid methyl ester), O (water), [OH-].[Li+] (lithium hydroxide), O (water), Cl (HCl). Solvent: O1CCCC1 (tetrahydrofuran). Reaction conditions: time 8 hour. Product: FC1=C(C(=O)C2=CNC3=NC=C(C=C32)C(=O)O)C(=CC=C1NS(=O)(=O)CCC)F (3-[2,6-difluoro-3-(propane-1-sulfonylamino)-benzoyl]-1H-pyrrolo[2,3-b]pyridine-5-carboxylic acid). As a reaction SMILES: C[O:2][C:3]([C:5]1[CH:6]=[C:7]2[C:13]([C:14](=[O:30])[C:15]3[C:20]([F:21])=[CH:19][CH:18]=[C:17]([NH:22][S:23]([CH2:26][CH2:27][CH3:28])(=[O:25])=[O:24])[C:16]=3[F:29])=[CH:12][NH:11][C:8]2=[N:9][CH:10]=1)=[O:4].O.[OH-].[Li+].Cl>O1CCCC1>[F:29][C:16]1[C:17]([NH:22][S:23]([CH2:26][CH2:27][CH3:28])(=[O:25])=[O:24])=[CH:18][CH:19]=[C:20]([F:21])[C:15]=1[C:14]([C:13]1[C:7]2[C:8](=[N:9][CH:10]=[C:5]([C:3]([OH:4])=[O:2])[CH:6]=2)[NH:11][CH:12]=1)=[O:30] |f:2.3|. Procedure: To 3-[2,6-difluoro-3-(propane-1-sulfonylamino)-benzoyl]-1H-pyrrolo[2,3-b]pyridine-5-carboxylic acid methyl ester (P-1552, 80.0 mg, 0.18 mmol) in tetrahydrofuran (10.0 mL) were added water (3.0 mL) and lithium hydroxide (82 mg, 3.4 mmol). The reaction was stirred at room temperature overnight. The reaction was poured into water, acidified with 1 N HCl to pH around 1, and extracted with ethyl acetate. The organic layer was dried over anhydrous sodium sulfate, filtered, concentrated, and washed wit... Reactants: COc1ccc2ccn(C3CC3)c2c1, O=C=NS(=O)(=O)Cl, CN(C)C=O. Yields the product COc1ccc2c(C#N)cn(C3CC3)c2c1. Reaction SMILES: [CH:1]1([n:4]2[cH:5][cH:6][c:7]3[cH:8][cH:9][c:10]([O:13][CH3:14])[cH:11][c:12]23)[CH2:2][CH2:3]1.[Cl:15][S:16](=[O:18])([N:19]=[C:20]=[O:17])=[O:21].[O:22]=[CH:23][N:24]([CH3:25])[CH3:26]>>[CH:1]1([n:4]2[cH:5][c:6]([C:20]#[N:19])[c:7]3[cH:8][cH:9][c:10]([O:13][CH3:14])[cH:11][c:12]23)[CH2:2][CH2:3]1.